From a dataset of the Open Reaction Database (ORD), a public repository of structured organic reaction records. describe an organic reaction: reactants, conditions, products, and yield Starting materials: NCCCO (3-aminopropanol), C(C)(C)(C)OC(=O)OC(=O)[O-] (t-butylpyrocarbonate). Solvent: C(Cl)Cl (methylene chloride), C(Cl)Cl (methylene chloride). Run at time 8 hour. The product is C(C)(C)(C)OC(=O)NCCCO (N-t-Butoxycarbonyl-3-aminopropanol). Yield: 97.9%. As a reaction SMILES: [NH2:1][CH2:2][CH2:3][CH2:4][OH:5].[C:6]([O:10][C:11](OC([O-])=O)=[O:12])([CH3:9])([CH3:8])[CH3:7]>C(Cl)Cl>[C:6]([O:10][C:11]([NH:1][CH2:2][CH2:3][CH2:4][OH:5])=[O:12])([CH3:9])([CH3:8])[CH3:7]. Reported procedure: A solution of 3-aminopropanol (15 mL, 0.20 mol) in methylene chloride (50 mL) at rt was treated with t-butylpyrocarbonate (42.02 g, 1 equiv) in methylene chloride (25 mL), dropwise over 2 h. After stirring overnight the mixture was evaporated, flushed with heptane (3×), and dried in vacuo to give the product as a thick oil (34.31 g, 100%). 1H NMR δ 1.48 (s, 9H), 3.12 (br, 1H), 3.22 (q, J=7.5 Hz, 2H), 3.60 (q, J=7.8 Hz, 2H), 4.81 (br, 1H). MS (DCl) 176 (MH)+. Anal calcd for C8H17NO3: C-54.84, H-9...